Dataset: the Open Reaction Database (ORD), a public repository of structured organic reaction records. Task: describe an organic reaction: reactants, conditions, products, and yield The reactants are COc1ccc(S(=O)(=O)Cl)cc1, ClCCl, Cl, Cl, NCc1c(OC(Cn2ccnc2)c2ccccc2)ccc2c1CCCC2=O, c1ccncc1. Yields the product COc1ccc(S(=O)(=O)NCc2c(OC(Cn3ccnc3)c3ccccc3)ccc3c2CCCC3=O)cc1. Reaction SMILES: [CH3:30][O:31][c:32]1[cH:33][cH:34][c:35]([S:38](=[O:39])(=[O:40])[Cl:41])[cH:36][cH:37]1.[Cl:42][CH2:43][Cl:44].[ClH:1].[ClH:2].[NH2:3][CH2:4][c:5]1[c:6]2[c:11]([cH:12][cH:13][c:14]1[O:15][CH:16]([CH2:17][n:18]1[cH:19][n:20][cH:21][cH:22]1)[c:23]1[cH:24][cH:25][cH:26][cH:27][cH:28]1)[C:10](=[O:29])[CH2:9][CH2:8][CH2:7]2.[cH:45]1[cH:46][cH:47][n:48][cH:49][cH:50]1>>[NH:3]([CH2:4][c:5]1[c:6]2[c:11]([cH:12][cH:13][c:14]1[O:15][CH:16]([CH2:17][n:18]1[cH:19][n:20][cH:21][cH:22]1)[c:23]1[cH:24][cH:25][cH:26][cH:27][cH:28]1)[C:10](=[O:29])[CH2:9][CH2:8][CH2:7]2)[S:38]([c:35]1[cH:34][cH:33][c:32]([O:31][CH3:30])[cH:37][cH:36]1)(=[O:39])=[O:40]. Reactants: BrC=1C=CC(=C(C1)CC1=C(N=C2N1N=C(C=C2)Cl)CN(C(=O)C2=C(C(=C(C=C2)OC)OC)Cl)CCC(C)C)OC (N-({3-[(5-bromo-2-methoxyphenyl)methyl]-6-chloro(imidazolo[1,2-b]pyridazin-2-yl)}methyl)(2-chloro-3,4-dimethoxyphenyl)-N-(3-methylbutyl)carboxamide), CN (methyl amine), C1CCOC1 (THF). The solvent is CS(=O)C (DMSO). Conditions: temperature 150 celsius. Yields the product BrC=1C=CC(=C(C1)CC1=C(N=C2N1N=C(C=C2)NC)CN(C(=O)C2=C(C(=C(C=C2)OC)OC)Cl)CCC(C)C)OC (N-({3-[(5-bromo-2-Methoxyphenyl)methyl]-6-(methylamino)(imidazolo[1,2-b]pyridazin-2-yl)}methyl)(2-chloro-3,4-dimethoxyphenyl)-N-(3-methylbutyl)carboxamide). The yield is 24.0%. As a reaction SMILES: [Br:1][C:2]1[CH:3]=[CH:4][C:5]([O:39][CH3:40])=[C:6]([CH2:8][C:9]2[N:13]3[N:14]=[C:15](Cl)[CH:16]=[CH:17][C:12]3=[N:11][C:10]=2[CH2:19][N:20]([CH2:34][CH2:35][CH:36]([CH3:38])[CH3:37])[C:21]([C:23]2[CH:28]=[CH:27][C:26]([O:29][CH3:30])=[C:25]([O:31][CH3:32])[C:24]=2[Cl:33])=[O:22])[CH:7]=1.[CH3:41][NH2:42].C1COCC1>CS(C)=O>[Br:1][C:2]1[CH:3]=[CH:4][C:5]([O:39][CH3:40])=[C:6]([CH2:8][C:9]2[N:13]3[N:14]=[C:15]([NH:42][CH3:41])[CH:16]=[CH:17][C:12]3=[N:11][C:10]=2[CH2:19][N:20]([CH2:34][CH2:35][CH:36]([CH3:37])[CH3:38])[C:21]([C:23]2[CH:28]=[CH:27][C:26]([O:29][CH3:30])=[C:25]([O:31][CH3:32])[C:24]=2[Cl:33])=[O:22])[CH:7]=1. Reported procedure: A solution of 130 mg (0.2 mmol) N-({3-[(5-bromo-2-methoxyphenyl)methyl]-6-chloro(imidazolo[1,2-b]pyridazin-2-yl)}methyl)(2-chloro-3,4-dimethoxyphenyl)-N-(3-methylbutyl)carboxamide in DMSO (3 mL) is treated with 2M methyl amine in THF 1.5 mL (3.0 mmol). The reaction mixture is heated to 150° C. in a sealed tube for 18 hr and following cooling partitioned between ethyl acetate and water. The organic extract is washed with 5×10 mL water, dried over anhydrous MgSO4 and the solvent removed in vacuo t...